Dataset: the Open Reaction Database (ORD), a public repository of structured organic reaction records. Task: describe an organic reaction: reactants, conditions, products, and yield Reactants: CN(C(COC=1C=C(C=CC1)S(=O)(=O)N1C=C(C=C1C1=C(C=CC=C1)F)CN(C(OC(C)(C)C)=O)C)=O)C (tert-butyl ((1-((3-(2-(dimethylamino)-2-oxoethoxy)phenyl)sulfonyl)-5-(2-fluorophenyl)-1H-pyrrol-3-yl)methyl)(methyl)carbamate), Cl (hydrogen chloride). Run in ClCCl (dichloromethane), O1CCOCC1 (1,4-dioxane). Run at time 3 hour. Product: FC1=C(C=CC=C1)C=1N(C=C(C1)CNC)S(=O)(=O)C=1C=C(OCC(=O)N(C)C)C=CC1 (2-(3-((2-(2-fluorophenyl)-4-((methylamino)methyl)-1H-pyrrol-1-yl)sulfonyl)phenoxy)-N,N-dimethylacetamide). Reaction SMILES: [CH3:1][N:2]([CH3:38])[C:3](=[O:37])[CH2:4][O:5][C:6]1[CH:7]=[C:8]([S:12]([N:15]2[C:19]([C:20]3[CH:25]=[CH:24][CH:23]=[CH:22][C:21]=3[F:26])=[CH:18][C:17]([CH2:27][N:28](C)[C:29](=O)OC(C)(C)C)=[CH:16]2)(=[O:14])=[O:13])[CH:9]=[CH:10][CH:11]=1.Cl>ClCCl.O1CCOCC1>[F:26][C:21]1[CH:22]=[CH:23][CH:24]=[CH:25][C:20]=1[C:19]1[N:15]([S:12]([C:8]2[CH:7]=[C:6]([CH:11]=[CH:10][CH:9]=2)[O:5][CH2:4][C:3]([N:2]([CH3:1])[CH3:38])=[O:37])(=[O:14])=[O:13])[CH:16]=[C:17]([CH2:27][NH:28][CH3:29])[CH:18]=1. Procedure: tert-Butyl ((1-((3-(2-(dimethylamino)-2-oxoethoxy)phenyl)sulfonyl)-5-(2-fluorophenyl)-1H-pyrrol-3-yl)methyl)(methyl)carbamate 9c (54 mg, 0.10 mmol) was dissolved in 4 mL of dichloromethane, and the reaction solution was cooled in an ice bath, followed by dropwise addition of a solution of hydrogen chloride in 1,4-dioxane (4 N, 4 mL). After removing the ice bath, the reaction solution was stirred at room temperature for 3h. A saturated sodium bicarbonate solution was added dropwise until the pH o... The reactants are O (water), SCC(=O)OC (methyl 2-mercaptoacetate), ClC=1N(C2=CC=CC=C2C1C=O)COCCOC (2-Chloro-1-(2-methoxyethoxymethyl)indole-3-carbaldehyde), C(=O)([O-])[O-].[K+].[K+] (K2CO3). The solvent is CO (MeOH). Conditions: time 8 hour. The product is COCCOCN1C2=C(C3=CC=CC=C13)C=C(S2)C(=O)OC (Methyl 8-((2-methyloxyethyl)-oxymethyl)-thieno[2,3-b]indole-2-carboxylate). Reaction SMILES: [SH:1][CH2:2][C:3]([O:5][CH3:6])=[O:4].Cl[C:8]1[N:9]([CH2:19][O:20][CH2:21][CH2:22][O:23][CH3:24])[C:10]2[C:15]([C:16]=1[CH:17]=O)=[CH:14][CH:13]=[CH:12][CH:11]=2.C([O-])([O-])=O.[K+].[K+].O>CO>[CH3:24][O:23][CH2:22][CH2:21][O:20][CH2:19][N:9]1[C:10]2[C:15](=[CH:14][CH:13]=[CH:12][CH:11]=2)[C:16]2[CH:17]=[C:2]([C:3]([O:5][CH3:6])=[O:4])[S:1][C:8]1=2 |f:2.3.4|. Procedure details: 400 μl of methyl 2-mercaptoacetate was added to a slurry of 1 g of (78) and 1.1 g of K2CO3 in 10 ml of MeOH. The reaction was stirred overnight, and then 20 ml of water was added. The mixture was extracted with EtOAc, and the organic layer washed with water, dried and evaporated to give (79) as a yellow oil. Yield 880 mg. 1H-NMR (ppm): 8.1(s, 1H); 7.8(d, 1H); 7.5(d, 1H); 7.3(m, 2H); 5.6(s, 2H); 3.9(s, 3H); 3.5(m, 4H); 3.35(s, 3H). Starting materials: ClC(=O)OC (methyl chloroformate), [NH4+].[Cl-] (NH4Cl), FC(C=1C=C(C=C(C1)C(F)(F)F)[C@@H](C)N(C(=O)N1[C@H](C[C@]2(CCC(N2C(=O)OCC2=CC=CC=C2)=O)CC1)C1=C(C=C(C=C1)F)C)C)(F)F (phenylmethyl(5S,7R)-8-{[{(1R)-1-[3,5-bis(trifluoromethyl)phenyl]ethyl}(methyl)amino]carbonyl}-7-(4-fluoro-2-methylphenyl)-2-oxo-1,8-diazaspiro[4.5]decane-1-carboxylate), FC(C=1C=C(C=C(C1)C(F)(F)F)[C@@H](C)N(C(=O)N1[C@H](C[C@]2(CCC(N2C(=O)OCC2=CC=CC=C2)=O)CC1)C1=C(C=C(C=C1)F)C)C)(F)F (phenylmethyl(5S,7R)-8-{[{(1R)-1-[3,5-bis(trifluoromethyl)phenyl]ethyl}(methyl)amino]carbonyl}-7-(4-fluoro-2-methylphenyl)-2-oxo-1,8-diazaspiro[4.5]decane-1-carboxylate), [Li+].C[Si](C)(C)[N-][Si](C)(C)C (LiHMDS). The solvent is C(Cl)Cl (DCM), O (water), O1CCCC1 (Tetrahydrofuran). Run at time 1 hour. The product is FC(C=1C=C(C=C(C1)C(F)(F)F)[C@@H](C)N(C(=O)N1[C@H](C[C@]2(CC(C(N2C(=O)OCC2=CC=CC=C2)=O)C(=O)OC)CC1)C1=C(C=C(C=C1)F)C)C)(F)F (3-methyl 1-(phenylmethyl) (5S,7R)-8-{[{(1R)-1-[3,5-bis(trifluoromethyl)phenyl]ethyl}(methyl)amino]carbonyl}-7-(4-fluoro-2-methylphenyl)-2-oxo-1,8-diazaspiro[4.5]decane-1,3-dicarboxylate). Isolated yield 90.1%. As a reaction SMILES: [F:1][C:2]([F:49])([F:48])[C:3]1[CH:4]=[C:5]([C@H:13]([N:15]([CH3:47])[C:16]([N:18]2[CH2:38][CH2:37][C@:21]3([N:25]([C:26]([O:28][CH2:29][C:30]4[CH:35]=[CH:34][CH:33]=[CH:32][CH:31]=4)=[O:27])[C:24](=[O:36])[CH2:23][CH2:22]3)[CH2:20][C@@H:19]2[C:39]2[CH:44]=[CH:43][C:42]([F:45])=[CH:41][C:40]=2[CH3:46])=[O:17])[CH3:14])[CH:6]=[C:7]([C:9]([F:12])([F:11])[F:10])[CH:8]=1.[Li+].C[Si]([N-][Si](C)(C)C)(C)C.Cl[C:61]([O:63][CH3:64])=[O:62].[NH4+].[Cl-]>O1CCCC1.O.C(Cl)Cl>[F:49][C:2]([F:1])([F:48])[C:3]1[CH:4]=[C:5]([C@H:13]([N:15]([CH3:47])[C:16]([N:18]2[CH2:38][CH2:37][C@:21]3([N:25]([C:26]([O:28][CH2:29][C:30]4[CH:35]=[CH:34][CH:33]=[CH:32][CH:31]=4)=[O:27])[C:24](=[O:36])[CH:23]([C:61]([O:63][CH3:64])=[O:62])[CH2:22]3)[CH2:20][C@@H:19]2[C:39]2[CH:44]=[CH:43][C:42]([F:45])=[CH:41][C:40]=2[CH3:46])=[O:17])[CH3:14])[CH:6]=[C:7]([C:9]([F:12])([F:10])[F:11])[CH:8]=1 |f:1.2,4.5|. Procedure: To a solution of phenylmethyl(5S,7R)-8-{[{(1R)-1-[3,5-bis(trifluoromethyl)phenyl]ethyl}(methyl)amino]carbonyl}-7-(4-fluoro-2-methylphenyl)-2-oxo-1,8-diazaspiro[4.5]decane-1-carboxylate (Intermediate 33, 85 mg) in Tetrahydrofuran (THF) (2 ml), at −78° C., LiHMDS (0.257 ml, 0.257 mmol) was added and left stirring at this temperature for 1 hr. methyl chloroformate (0.019 ml, 0.245 mmol) was added at the same temperature and the reaction was left at this temperature for 2 hrs. To the solution was ad... Reactants: CCOC(=O)c1ccc(CBr)c(C(F)(F)F)c1, C1CCOC1, C[Si](C)(C)[N-][Si](C)(C)C, O=C(Nc1cc[nH]n1)c1c(F)cccc1F, [Li+]. As a reaction SMILES: [Br:27][CH2:28][c:29]1[c:30]([C:40]([F:41])([F:42])[F:43])[cH:31][c:32]([C:33](=[O:34])[O:35][CH2:36][CH3:37])[cH:38][cH:39]1.[CH2:44]1[O:45][CH2:46][CH2:47][CH2:48]1.[CH3:17][Si:18]([N-:19][Si:20]([CH3:21])([CH3:22])[CH3:23])([CH3:24])[CH3:25].[F:1][c:2]1[c:3]([C:4](=[O:5])[NH:6][c:7]2[n:8][nH:9][cH:10][cH:11]2)[c:12]([F:16])[cH:13][cH:14][cH:15]1.[Li+:26]>>[F:1][c:2]1[c:3]([C:4](=[O:5])[NH:6][c:7]2[n:8][n:9]([CH2:28][c:29]3[c:30]([C:40]([F:41])([F:42])[F:43])[cH:31][c:32]([C:33](=[O:34])[O:35][CH2:36][CH3:37])[cH:38][cH:39]3)[cH:10][cH:11]2)[c:12]([F:16])[cH:13][cH:14][cH:15]1. Yields the product CCOC(=O)c1ccc(Cn2ccc(NC(=O)c3c(F)cccc3F)n2)c(C(F)(F)F)c1.